This data is from the Open Reaction Database (ORD), a public repository of structured organic reaction records. The task is: describe an organic reaction: reactants, conditions, products, and yield The reactants are OC1=NC(=NC=C1C(=O)N[C@H](C1=CC=CC=C1)C1=C(C=CC=C1)P(OCC)(=O)C)N1N=CC=C1 (Ethyl ((R)-(4-hydroxy-2-(1H-pyrazol-1-yl)pyrimidine-5-carboxamido)(phenyl)methyl)phenyl(methyl)phosphinate), OC1=NC(=NC=C1C(=O)N[C@@H](C=1C=C(C=CC1)P(OCC)(=O)C)C1=CC=CC=C1)N1N=CC=C1 (Ethyl 3-((R)-(4-hydroxy-2-(1H-pyrazol-1-yl)pyrimidine-5-carboxamido)(phenyl)methyl)phenyl(methyl)phosphinate), [OH-].[Na+] (NaOH). Solvent: O1CCOCC1 (dioxane). Reaction conditions: temperature 80 celsius. Product: OC1=NC(=NC=C1C(=O)N[C@@H](C=1C=C(C=CC1)P(O)(=O)C)C1=CC=CC=C1)N1N=CC=C1 (3-((R)-(4-hydroxy-2-(1H-pyrazol-1-yl)pyrimidine-5-carboxamido)(phenyl)methyl)phenyl(methyl)phosphinic acid). RXN SMILES: OC1C(C(N[C@@H](C2C=CC=CC=2P(C)(=O)OCC)C2C=CC=CC=2)=O)=CN=C(N2C=CC=N2)N=1.[OH:35][C:36]1[C:41]([C:42]([NH:44][C@H:45]([C:58]2[CH:63]=[CH:62][CH:61]=[CH:60][CH:59]=2)[C:46]2[CH:47]=[C:48]([P:52]([CH3:57])(=[O:56])[O:53]CC)[CH:49]=[CH:50][CH:51]=2)=[O:43])=[CH:40][N:39]=[C:38]([N:64]2[CH:68]=[CH:67][CH:66]=[N:65]2)[N:37]=1.[OH-].[Na+]>O1CCOCC1>[OH:35][C:36]1[C:41]([C:42]([NH:44][C@H:45]([C:58]2[CH:63]=[CH:62][CH:61]=[CH:60][CH:59]=2)[C:46]2[CH:47]=[C:48]([P:52]([CH3:57])(=[O:53])[OH:56])[CH:49]=[CH:50][CH:51]=2)=[O:43])=[CH:40][N:39]=[C:38]([N:64]2[CH:68]=[CH:67][CH:66]=[N:65]2)[N:37]=1 |f:2.3|. Procedure: Ethyl ((R)-(4-hydroxy-2-(1H-pyrazol-1-yl)pyrimidine-5-carboxamido)(phenyl)methyl)phenyl(methyl)phosphinate, 24-f, (18.8 g, 390 mmol) was dissolved in 200 ml of dioxane and treated with 50 ml of 3N NaOH. The mixture was heated at 80° C. for one hour. The mixture was then concentrated under vacuum and the residue was diluted with water and washed with ethyl acetate. The aqueous layer was acidified with conc. HCl to pH=1 and the expected product crashed out, 24-1, (11 g of crude). The product can b...